This data is from the Open Reaction Database (ORD), a public repository of structured organic reaction records. The task is: describe an organic reaction: reactants, conditions, products, and yield Reactants: O=Cc1ccc(OCc2ccccc2)cc1, CC(N)c1ccccc1, COC(C)(C)C. The product is CC(N=Cc1ccc(OCc2ccccc2)cc1)c1ccccc1. RXN SMILES: [CH2:10]([c:11]1[cH:12][cH:13][cH:14][cH:15][cH:16]1)[O:17][c:18]1[cH:19][cH:20][c:21]([CH:22]=[O:23])[cH:24][cH:25]1.[CH3:1][CH:2]([c:3]1[cH:4][cH:5][cH:6][cH:7][cH:8]1)[NH2:9].[CH3:26][O:27][C:28]([CH3:29])([CH3:30])[CH3:31]>>[CH3:1][CH:2]([c:3]1[cH:4][cH:5][cH:6][cH:7][cH:8]1)[N:9]=[CH:22][c:21]1[cH:20][cH:19][c:18]([O:17][CH2:10][c:11]2[cH:12][cH:13][cH:14][cH:15][cH:16]2)[cH:25][cH:24]1.